describe an organic reaction: reactants, conditions, products, and yield From a dataset of the Open Reaction Database (ORD), a public repository of structured organic reaction records. The reactants are CCO, CCOC(OCC)OCC, [Cl-], [NH4+], CCOC(=O)C(=O)CC(C)=O. Product: CCOC(=O)C(=O)C=C(C)OCC. RXN SMILES: [CH3:24][CH2:25][OH:26].[CH:12]([O:13][CH2:16][CH3:17])([O:18][CH2:19][CH3:20])[O:21][CH2:14][CH3:15].[Cl-:22].[NH4+:23].[O:1]=[C:2]([C:3](=[O:4])[O:5][CH2:6][CH3:7])[CH2:8][C:9]([CH3:10])=[O:11]>>[O:1]=[C:2]([C:3](=[O:4])[O:5][CH2:6][CH3:7])[CH:8]=[C:9]([CH3:10])[O:11][CH2:14][CH3:15]. Reactants: C(C1=CC=CC=C1)OCC=CC[C@H](C(=O)O)C[C@@H](O)C1=CC=C(C=C1)F ((S)-6-(benzyloxy)-2-((R)-2-(4-fluorophenyl)-2-hydroxyethyl)hex-4-enoic acid), [H-].[Na+] (NaH), CI (methyl iodide). Solvent: C1CCOC1 (THF), C1CCOC1 (THF). Reaction conditions: time 3 hour. Yields the product C(C1=CC=CC=C1)OCC=CC[C@H](C(=O)O)C[C@@H](OC)C1=CC=C(C=C1)F ((S)-6-(benzyloxy)-2-((R)-2-(4-fluorophenyl)-2-methoxyethyl)hex-4-enoic acid). Reaction SMILES: [H-].[Na+].[CH2:3]([O:10][CH2:11][CH:12]=[CH:13][CH2:14][C@@H:15]([CH2:19][C@H:20]([C:22]1[CH:27]=[CH:26][C:25]([F:28])=[CH:24][CH:23]=1)[OH:21])[C:16]([OH:18])=[O:17])[C:4]1[CH:9]=[CH:8][CH:7]=[CH:6][CH:5]=1.[CH3:29]I>C1COCC1>[CH2:3]([O:10][CH2:11][CH:12]=[CH:13][CH2:14][C@@H:15]([CH2:19][C@H:20]([C:22]1[CH:23]=[CH:24][C:25]([F:28])=[CH:26][CH:27]=1)[O:21][CH3:29])[C:16]([OH:18])=[O:17])[C:4]1[CH:5]=[CH:6][CH:7]=[CH:8][CH:9]=1 |f:0.1|. Procedure: To a suspension of NaH (605 mg, 60% oil dispersion) in 30 mL THF was slowly added at room temperature the crude (S)-6-(benzyloxy)-2-((R)-2-(4-fluorophenyl)-2-hydroxyethyl)hex-4-enoic acid isolated above as a solution in 5 mL THF. To this mixture was added dropwise methyl iodide (732 μL, 1.7 g, 11.3 mmol) and the resulting stirred for 3 h at room temperature. The reaction was quenched by the slow addition of 20 mL 1M aqueous HCl and the mixture extracted with ethyl acetate (3×50 mL). The combined... Starting materials: [N+](=O)([O-])C=1C(=NC(=NC1)OC1=NC=C(C(=N1)C1=CC=CC2=CC=CC=C12)[N+](=O)[O-])C1=CC=CC2=CC=CC=C12 (nitronaphthyl-pyrimidinyl ether), C(=O)[O-].[NH4+] (Ammonium formate). Reagents/catalysts: [Pd] (palladium-on-carbon). Solvent: CCO (EtOH), CCOC(=O)C (EtOAc). Product: NC=1C(=NC(=NC1)OC1=NC=C(C(=N1)C1=CC=CC2=CC=CC=C12)N)C1=CC=CC2=CC=CC=C12 (aminonaphthyl-pyrimidinyl ether). RXN SMILES: [N+:1]([C:4]1[C:5]([C:30]2[C:39]3[C:34](=[CH:35][CH:36]=[CH:37][CH:38]=3)[CH:33]=[CH:32][CH:31]=2)=[N:6][C:7]([O:10][C:11]2[N:16]=[C:15]([C:17]3[C:26]4[C:21](=[CH:22][CH:23]=[CH:24][CH:25]=4)[CH:20]=[CH:19][CH:18]=3)[C:14]([N+:27]([O-])=O)=[CH:13][N:12]=2)=[N:8][CH:9]=1)([O-])=O.C([O-])=O.[NH4+]>CCOC(C)=O.CCO.[Pd]>[NH2:27][C:14]1[C:15]([C:17]2[C:26]3[C:21](=[CH:22][CH:23]=[CH:24][CH:25]=3)[CH:20]=[CH:19][CH:18]=2)=[N:16][C:11]([O:10][C:7]2[N:6]=[C:5]([C:30]3[C:39]4[C:34](=[CH:35][CH:36]=[CH:37][CH:38]=4)[CH:33]=[CH:32][CH:31]=3)[C:4]([NH2:1])=[CH:9][N:8]=2)=[N:12][CH:13]=1 |f:1.2|. Procedure: The crude nitronaphthyl-pyrimidinyl ether from above (459 mg, 1.42 mmol, 1 equiv.) was taken up in 35 mL EtOAc and 35 mL EtOH. Ammonium formate was added (537 mg, 8.52 mmol, 6 equiv.) as well as 400 mg of 10% palladium-on-carbon. The reaction mixture was heated to a gentle reflux for one h, cooled back to room temperature, filtered through diatomaceous earth and the volatiles were removed in vacuo. The crude product was purified by chromatography on SiO2, eluting with 20-40% EtOAc in hexanes. Th... Reactants: C(C=C)N([C@H](CC(=O)OC(C)(C)C)C=CC)[C@H](C1=CC=CC=C1)C ((3R,αS)-t-Butyl 3-(N-allyl-α-methylbenzylamino)-4-hexenoate), CN1C(=O)N(C(=O)CC1=O)C (N,N'-dimethylbarbituric acid). Reagents/catalysts: [Pd].C1(=CC=CC=C1)P(C1=CC=CC=C1)C1=CC=CC=C1.C1(=CC=CC=C1)P(C1=CC=CC=C1)C1=CC=CC=C1.C1(=CC=CC=C1)P(C1=CC=CC=C1)C1=CC=CC=C1.C1(=CC=CC=C1)P(C1=CC=CC=C1)C1=CC=CC=C1 (tetrakis-(triphenylphosphine)-palladium (0)). Run in ClCCl (dichloromethane). Conditions: temperature 40 celsius, time 2 hour. Yields the product C[C@@H](C1=CC=CC=C1)N[C@H](CC(=O)OC(C)(C)C)C=CC ((3R,αS)-t-Butyl 3-(α-methylbenzylamino)-4-hexenoate). Yield: 100.1%. RXN SMILES: C([N:4]([C@@H:17]([CH3:24])[C:18]1[CH:23]=[CH:22][CH:21]=[CH:20][CH:19]=1)[C@@H:5]([CH:14]=[CH:15][CH3:16])[CH2:6][C:7]([O:9][C:10]([CH3:13])([CH3:12])[CH3:11])=[O:8])C=C.CN1C(=O)CC(=O)N(C)C1=O>ClCCl.[Pd].C1(P(C2C=CC=CC=2)C2C=CC=CC=2)C=CC=CC=1.C1(P(C2C=CC=CC=2)C2C=CC=CC=2)C=CC=CC=1.C1(P(C2C=CC=CC=2)C2C=CC=CC=2)C=CC=CC=1.C1(P(C2C=CC=CC=2)C2C=CC=CC=2)C=CC=CC=1>[CH3:24][C@H:17]([NH:4][C@@H:5]([CH:14]=[CH:15][CH3:16])[CH2:6][C:7]([O:9][C:10]([CH3:12])([CH3:11])[CH3:13])=[O:8])[C:18]1[CH:23]=[CH:22][CH:21]=[CH:20][CH:19]=1 |f:3.4.5.6.7|. Procedure: To a solution of compound (12) from Example 4 (1.080 g, 3.28 mmol) in anhydrous dichloromethane (20 ml) was added tetrakis-(triphenylphosphine)-palladium (0) (0.040 g, 1 mol %) and N,N'-dimethylbarbituric acid (0.536, 9.85 mmol). This mixture was stirred at 40° C. for 2 hours, after which the dichloromethane was removed under reduced pressure. The residue was dissolved in diethyl ether (50 ml) and washed with saturated sodium bicarbonate solution (2×20 ml) and brine (20 ml) and dried (magnesium ... The reactants are c1ccc(CNCc2ccccc2)cc1, ClCCl, Cc1ccccc1, Cc1cc(Cl)ncc1[N+](=O)[O-], Cl, [Na+], [Na+], O=C([O-])[O-]. The product is Cc1cc(N(Cc2ccccc2)Cc2ccccc2)ncc1[N+](=O)[O-]. Reaction SMILES: [CH2:12]([c:13]1[cH:14][cH:15][cH:16][cH:17][cH:18]1)[NH:19][CH2:20][c:21]1[cH:22][cH:23][cH:24][cH:25][cH:26]1.[CH2:41]([Cl:42])[Cl:43].[CH3:34][c:35]1[cH:36][cH:37][cH:38][cH:39][cH:40]1.[Cl:1][c:2]1[n:3][cH:4][c:5]([N+:9](=[O:10])[O-:11])[c:6]([CH3:8])[cH:7]1.[ClH:33].[Na+:27].[Na+:28].[O-:29][C:30](=[O:31])[O-:32]>>[c:2]1([N:19]([CH2:12][c:13]2[cH:14][cH:15][cH:16][cH:17][cH:18]2)[CH2:20][c:21]2[cH:22][cH:23][cH:24][cH:25][cH:26]2)[n:3][cH:4][c:5]([N+:9](=[O:10])[O-:11])[c:6]([CH3:8])[cH:7]1. Starting materials: CCCCC(C)C(O)C=CC1C(O)CC2OC(=C(C#N)CCCC(=O)O)CC21, NCCO. RXN SMILES: [C:1](#[N:2])[C:3]([CH2:4][CH2:5][CH2:6][C:7](=[O:8])[OH:9])=[C:10]1[O:11][CH:12]2[CH2:13][CH:14]([OH:28])[CH:15]([CH:18]=[CH:19][CH:20]([CH:21]([CH2:22][CH2:23][CH2:24][CH3:25])[CH3:26])[OH:27])[CH:16]2[CH2:17]1.[NH2:29][CH2:30][CH2:31][OH:32]>>[C:1](#[N:2])[C:3]([CH2:4][CH2:5][CH2:6][C:7]1=[N:29][CH2:30][CH2:31][O:8]1)=[C:10]1[O:11][CH:12]2[CH2:13][CH:14]([OH:28])[CH:15]([CH:18]=[CH:19][CH:20]([CH:21]([CH2:22][CH2:23][CH2:24][CH3:25])[CH3:26])[OH:27])[CH:16]2[CH2:17]1. Yields the product CCCCC(C)C(O)C=CC1C(O)CC2OC(=C(C#N)CCCC3=NCCO3)CC21. Solvent: C(C)(=O)OCC (ethyl acetate). Yield: 57.5%. Reported procedure: A mixture of 2-[2-(4-chloro-5H-pyrrolo[3,2-d]pyrimidin-5-yl)ethoxy]ethyl benzoate (150 mg), 4-[(6-methylpyridin-3-yl)oxy]-3-(trifluoromethyl)aniline (175 mg) and 1-methyl-2-pyrrolidone (0.863 mL) was stirred with heating at 140° C. for 2.5 hrs. The reaction mixture was diluted with ethyl acetate (80 mL) and washed with aqueous sodium hydrogen carbonate (30 mL). The organic layer was separated, dried over magnesium sulfate and evaporated under reduced pressure. The residue was purified by silica ... Starting materials: C(C1=CC=CC=C1)(=O)OCCOCCN1C=CC=2N=CN=C(C21)Cl (2-[2-(4-chloro-5H-pyrrolo[3,2-d]pyrimidin-5-yl)ethoxy]ethyl benzoate), CC1=CC=C(C=N1)OC1=C(C=C(N)C=C1)C(F)(F)F (4-[(6-methylpyridin-3-yl)oxy]-3-(trifluoromethyl)aniline), CN1C(CCC1)=O (1-methyl-2-pyrrolidone). Run at temperature 140 celsius. Yields the product CC1=CC=C(C=N1)OC1=C(C=C(C=C1)NC=1C2=C(N=CN1)C=CN2CCOCCO)C(F)(F)F (2-[2-(4-{[4-[(6-methylpyridin-3-yl)oxy]-3-(trifluoromethyl)phenyl]amino}-5H-pyrrolo[3,2-d]pyrimidin-5-yl)ethoxy]ethanol). RXN SMILES: C([O:9][CH2:10][CH2:11][O:12][CH2:13][CH2:14][N:15]1[C:23]2[C:22](Cl)=[N:21][CH:20]=[N:19][C:18]=2[CH:17]=[CH:16]1)(=O)C1C=CC=CC=1.[CH3:25][C:26]1[N:31]=[CH:30][C:29]([O:32][C:33]2[CH:39]=[CH:38][C:36]([NH2:37])=[CH:35][C:34]=2[C:40]([F:43])([F:42])[F:41])=[CH:28][CH:27]=1.CN1CCCC1=O>C(OCC)(=O)C>[CH3:25][C:26]1[N:31]=[CH:30][C:29]([O:32][C:33]2[CH:39]=[CH:38][C:36]([NH:37][C:22]3[C:23]4[N:15]([CH2:14][CH2:13][O:12][CH2:11][CH2:10][OH:9])[CH:16]=[CH:17][C:18]=4[N:19]=[CH:20][N:21]=3)=[CH:35][C:34]=2[C:40]([F:43])([F:41])[F:42])=[CH:28][CH:27]=1. Reaction SMILES: [Cl:12][c:13]1[c:14]([C:21](=[O:22])[O:23][CH3:24])[nH:15][c:16]([C:19]#[N:20])[c:17]1[Cl:18].[Cl:1][c:2]1[c:3]([Cl:4])[c:5]([CH3:6])[nH:7][c:8]1[C:9]([OH:10])=[O:11]>>[Cl:12][c:13]1[c:14]([C:21](=[O:22])[OH:23])[nH:15][c:16]([C:19]#[N:20])[c:17]1[Cl:18]. The product is N#Cc1[nH]c(C(=O)O)c(Cl)c1Cl. Starting materials: COC(=O)c1[nH]c(C#N)c(Cl)c1Cl, Cc1[nH]c(C(=O)O)c(Cl)c1Cl.